From a dataset of the Open Reaction Database (ORD), a public repository of structured organic reaction records. describe an organic reaction: reactants, conditions, products, and yield The reactants are C(C)(C)(C)OC(=O)N(C=1SC2=C(N1)C(=CC=C2)C)C(=O)OC(C)(C)C (2-(bis(tert-butoxycarbonyl)amino)-4-methylbenzothiazole), BrN1C(CCC1=O)=O (N-bromosuccinimide), N(=NC(C#N)(C)C)C(C#N)(C)C (2,2′-azobis(isobutyronitrile)). Run in C(Cl)(Cl)(Cl)Cl (carbon tetrachloride). Run at temperature 80 celsius, time 2 hour. The product is BrCC1=CC=CC2=C1N=C(S2)N(C(=O)OC(C)(C)C)C(=O)OC(C)(C)C (4-Bromomethyl-2-bis(tert-butoxycarbonyl)aminobenzothiazole). Yield: 94.7%. RXN SMILES: [C:1]([O:5][C:6]([N:8]([C:19]([O:21][C:22]([CH3:25])([CH3:24])[CH3:23])=[O:20])[C:9]1[S:10][C:11]2[CH:17]=[CH:16][CH:15]=[C:14]([CH3:18])[C:12]=2[N:13]=1)=[O:7])([CH3:4])([CH3:3])[CH3:2].[Br:26]N1C(=O)CCC1=O.N(C(C)(C)C#N)=NC(C)(C)C#N>C(Cl)(Cl)(Cl)Cl>[Br:26][CH2:18][C:14]1[C:12]2[N:13]=[C:9]([N:8]([C:19]([O:21][C:22]([CH3:25])([CH3:24])[CH3:23])=[O:20])[C:6]([O:5][C:1]([CH3:4])([CH3:3])[CH3:2])=[O:7])[S:10][C:11]=2[CH:17]=[CH:16][CH:15]=1. Reported procedure: To a solution of 2-(bis(tert-butoxycarbonyl)amino)-4-methylbenzothiazole (1.09 g, 3.00 mmol) in carbon tetrachloride (15 ml) were added N-bromosuccinimide (694 mg, 3.90 mmol) and 2,2′-azobis(isobutyronitrile) (99 mg, 0.20 mmol) and the mixture was stirred under nitrogen atmosphere at 80° C. for 2 hr. The reaction mixture was allowed to cool to room temperature and concentrated in vacuo. The crude residue was subjected to column chromatography (eluent: n-hexane:chloroform=60:40 to 50:50) to obtai...